This data is from the Open Reaction Database (ORD), a public repository of structured organic reaction records. The task is: describe an organic reaction: reactants, conditions, products, and yield The reactants are BrC=1C(NN=CC1N[C@H]1[C@@H]([C@@H]2C([C@H](C1)C2)(C)C)C)=O (4-Bromo-5-[(1R,2R,3R,5S)-2,6,6-trimethylbicyclo[3.1.1]hept-3-ylamino]pyridazin-3(2H)-one), BrCC(=O)OCC (ethyl bromoacetate), C([O-])([O-])=O.[K+].[K+] (potassium carbonate), [Cl-].[NH4+] (ammonium chloride). The solvent is CN(C=O)C (N,N-dimethylformamide). Conditions: temperature 80 celsius, time 1.5 hour. Product: BrC1=C(C=NN(C1=O)CC(=O)OCC)N[C@H]1[C@@H]([C@@H]2C([C@H](C1)C2)(C)C)C (Ethyl 2-{5-bromo-6-oxo-4-[(1R,2R,3R,5S)-2,6,6-trimethylbicyclo[3.1.1]hept-3-ylamino]pyridazin-1(6H)-yl}acetate). Yield: 88.3%. Reaction SMILES: [Br:1][C:2]1[C:3](=[O:19])[NH:4][N:5]=[CH:6][C:7]=1[NH:8][C@@H:9]1[CH2:14][C@@H:13]2[CH2:15][C@@H:11]([C:12]2([CH3:17])[CH3:16])[C@H:10]1[CH3:18].Br[CH2:21][C:22]([O:24][CH2:25][CH3:26])=[O:23].C(=O)([O-])[O-].[K+].[K+].[Cl-].[NH4+]>CN(C)C=O>[Br:1][C:2]1[C:3](=[O:19])[N:4]([CH2:21][C:22]([O:24][CH2:25][CH3:26])=[O:23])[N:5]=[CH:6][C:7]=1[NH:8][C@@H:9]1[CH2:14][C@@H:13]2[CH2:15][C@@H:11]([C:12]2([CH3:16])[CH3:17])[C@H:10]1[CH3:18] |f:2.3.4,5.6|. Procedure details: 4-Bromo-5-[(1R,2R,3R,5S)-2,6,6-trimethylbicyclo[3.1.1]hept-3-ylamino]pyridazin-3(2H)-one (600 mg, 1.84 mmol) in N,N-dimethylformamide (6 mL) was mixed with ethyl bromoacetate (306 μL, 2.76 mmol) and potassium carbonate (381 mg, 2.76 mmol) at room temperature and stirred at 80° C. for 1.5 hours. After cooling, the reaction solution was mixed with saturated aqueous ammonium chloride and extracted with ethyl acetate. The resulting organic layer was washed with saturated aqueous ammonium chloride an... The reactants are BrC=1C=C(C(=NC1)N1C[C@H](N(CC1)C1=NC(=NC(=C1)C1=CC=C(C=C1)F)Cl)C)C (4-[4-(5-bromo-3-methyl-pyridin-2-yl)-2-(R)-methyl-piperazin-1-yl]-2-chloro-6-(4-fluoro-phenyl)-pyrimidine), Br.C[C@H]1NCCC1 ((R)-2-methylpyrrolidine hydrobromide), C(=O)([O-])[O-].[K+].[K+] (K2CO3). Run in CC(=O)N(C)C (DMA). Yields the product BrC=1C=C(C(=NC1)N1C[C@H](N(CC1)C1=NC(=NC(=C1)C1=CC=C(C=C1)F)N1[C@@H](CCC1)C)C)C (4-[4-(5-Bromo-3-methyl-pyridin-2-yl)-2-(R)-methyl-piperazin-1-yl]-6-(4-fluoro-phenyl)-2-(2-(R)-methyl-pyrrolidin-1-yl)-pyrimidine). RXN SMILES: [Br:1][C:2]1[CH:3]=[C:4]([CH3:29])[C:5]([N:8]2[CH2:13][CH2:12][N:11]([C:14]3[CH:19]=[C:18]([C:20]4[CH:25]=[CH:24][C:23]([F:26])=[CH:22][CH:21]=4)[N:17]=[C:16](Cl)[N:15]=3)[C@H:10]([CH3:28])[CH2:9]2)=[N:6][CH:7]=1.Br.[CH3:31][C@@H:32]1[CH2:36][CH2:35][CH2:34][NH:33]1.C([O-])([O-])=O.[K+].[K+]>CC(N(C)C)=O>[Br:1][C:2]1[CH:3]=[C:4]([CH3:29])[C:5]([N:8]2[CH2:13][CH2:12][N:11]([C:14]3[CH:19]=[C:18]([C:20]4[CH:25]=[CH:24][C:23]([F:26])=[CH:22][CH:21]=4)[N:17]=[C:16]([N:33]4[CH2:34][CH2:35][CH2:36][C@H:32]4[CH3:31])[N:15]=3)[C@H:10]([CH3:28])[CH2:9]2)=[N:6][CH:7]=1 |f:1.2,3.4.5|. Procedure: Heat a mixture of 4-[4-(5-bromo-3-methyl-pyridin-2-yl)-2-(R)-methyl-piperazin-1-yl]-2-chloro-6-(4-fluoro-phenyl)-pyrimidine (7.7 g, 16.2 mmol), (R)-2-methylpyrrolidine hydrobromide [prepared essentially as described by Nijhuis et. al. (1989) J. Org. Chem. 54(1):209] (3.5 g, 21.1 mmol) and K2CO3 (5.1 g, 37.3 mmol) in DMA at 110° C. for 16 h. Partition the mixture between EtOAc and water, dry (Na2SO4) the organic layer and concentrate under reduced pressure. Purify with flash silica gel column elu... Reactants: O=C([O-])[O-], CC(C)O, O=C(O)Cc1ccc(Cl)nc1, [Na+], [Na+], [Na+], [OH-], O, O, OB(O)c1ccccc1. Yields the product O=C(O)Cc1ccc(-c2ccccc2)nc1. RXN SMILES: [C:26](=[O:27])([O-:28])[O-:29].[CH:21]([OH:22])([CH3:23])[CH3:24].[Cl:1][c:2]1[n:3][cH:4][c:5]([CH2:8][C:9](=[O:10])[OH:11])[cH:6][cH:7]1.[Na+:30].[Na+:31].[Na+:34].[OH-:33].[OH2:25].[OH2:32].[OH:12][B:13]([OH:14])[c:15]1[cH:16][cH:17][cH:18][cH:19][cH:20]1>>[c:2]1(-[c:15]2[cH:16][cH:17][cH:18][cH:19][cH:20]2)[n:3][cH:4][c:5]([CH2:8][C:9](=[O:10])[OH:11])[cH:6][cH:7]1. The reactants are Cl, CC(C)C(N)C(=O)N1CCC(O)(c2ccc(Cl)cc2)C(C)(C)C1, CC1(O)CCC(C(=O)O)C1. Product: CC(C)C(NC(=O)C1CCC(C)(O)C1)C(=O)N1CCC(O)(c2ccc(Cl)cc2)C(C)(C)C1. As a reaction SMILES: [ClH:24].[NH2:1][CH:2]([C:3](=[O:4])[N:5]1[CH2:6][C:7]([CH3:19])([CH3:20])[C:8]([OH:11])([c:12]2[cH:13][cH:14][c:15]([Cl:18])[cH:16][cH:17]2)[CH2:9][CH2:10]1)[CH:21]([CH3:22])[CH3:23].[OH:25][C:26]1([CH3:34])[CH2:27][CH:28]([C:31](=[O:32])[OH:33])[CH2:29][CH2:30]1>>[NH:1]([CH:2]([C:3](=[O:4])[N:5]1[CH2:6][C:7]([CH3:19])([CH3:20])[C:8]([OH:11])([c:12]2[cH:13][cH:14][c:15]([Cl:18])[cH:16][cH:17]2)[CH2:9][CH2:10]1)[CH:21]([CH3:22])[CH3:23])[C:31]([CH:28]1[CH2:27][C:26]([OH:25])([CH3:34])[CH2:30][CH2:29]1)=[O:32]. Starting materials: O=C(CBr)c1ccccc1, COc1cccc(C2=CCCNC2)c1, CC(C)=O, Cl, [Na+], [Na+], O=C([O-])[O-]. Reaction SMILES: [Br:22][CH2:23][C:24](=[O:25])[c:26]1[cH:27][cH:28][cH:29][cH:30][cH:31]1.[CH3:2][O:3][c:4]1[cH:5][c:6]([C:10]2=[CH:15][CH2:14][CH2:13][NH:12][CH2:11]2)[cH:7][cH:8][cH:9]1.[CH3:32][C:33](=[O:34])[CH3:35].[ClH:1].[Na+:16].[Na+:17].[O-:18][C:19](=[O:20])[O-:21]>>[CH3:2][O:3][c:4]1[cH:5][c:6]([C:10]2=[CH:15][CH2:14][CH2:13][N:12]([CH2:23][C:24](=[O:25])[c:26]3[cH:27][cH:28][cH:29][cH:30][cH:31]3)[CH2:11]2)[cH:7][cH:8][cH:9]1. Product: COc1cccc(C2=CCCN(CC(=O)c3ccccc3)C2)c1. Reactants: N1C=CC=2C(=CC=CC12)C(=O)OCC (ethyl indole-4-carboxylate), C(C(=O)C)CC(C)=O (acetonylacetone), O.C1(=CC=C(C=C1)S(=O)(=O)O)C (p-toluenesulfonic acid monohydrate). The solvent is C(C)O (ethanol). Product: CC1=C2C=3C(=CC=CC3NC2=C(C=C1)C)C(=O)OCC (ethyl 5,8-dimethylcarbazole-4-carboxylate). The yield is 39.8%. As a reaction SMILES: [NH:1]1[C:9]2[CH:8]=[CH:7][CH:6]=[C:5]([C:10]([O:12][CH2:13][CH3:14])=[O:11])[C:4]=2[CH:3]=[CH:2]1.[CH2:15]([CH2:19][C:20](=O)[CH3:21])[C:16]([CH3:18])=O.O.C1(C)C=CC(S(O)(=O)=O)=CC=1>C(O)C>[CH3:21][C:20]1[CH:19]=[CH:15][C:16]([CH3:18])=[C:2]2[C:3]=1[C:4]1[C:5]([C:10]([O:12][CH2:13][CH3:14])=[O:11])=[CH:6][CH:7]=[CH:8][C:9]=1[NH:1]2 |f:2.3|. Reported procedure: A mixture of 13.24 g of ethyl indole-4-carboxylate, 15.98 g of acetonylacetone and 13.31 g of p-toluenesulfonic acid monohydrate in 50 ml of ethanol was refluxed for 10 hours. The ethanol was evaporated under reduced pressure, the residue was chromatographed on silica gel column with hexane - ethyl acetate (9 : 1) to give 7.45 g of ethyl 5,8-dimethylcarbazole-4-carboxylate.